This data is from the Open Reaction Database (ORD), a public repository of structured organic reaction records. The task is: describe an organic reaction: reactants, conditions, products, and yield Starting materials: ClC=1C=CC=2C(=C3C(=NC2C1)C=CC(=N3)OC)Cl (7,10-dichloro-2-methoxypyrido [3,2-b]quinoline), OCCN(CCCN)CCO (3-[bis(2-hydroxyethyl)amino]propylamine), C1(=CC=CC=C1)O (phenol). Yields the product Cl.Cl.ClC=1C=CC=2C(=C3C(=NC2C1)C=CC(=N3)OC)NCCCN(CCO)CCO (2,2'-[[3-[(7-Chloro-2-methoxypyrido[3,2-b]quinolin-10-yl)amino]propyl]imino]diethanol dihydrochloride). RXN SMILES: [Cl:1][C:2]1[CH:3]=[CH:4][C:5]2[C:6](Cl)=[C:7]3[N:15]=[C:14]([O:16][CH3:17])[CH:13]=[CH:12][C:8]3=[N:9][C:10]=2[CH:11]=1.[OH:19][CH2:20][CH2:21][N:22]([CH2:27][CH2:28][OH:29])[CH2:23][CH2:24][CH2:25][NH2:26].C1(O)C=CC=CC=1>>[ClH:1].[ClH:1].[Cl:1][C:2]1[CH:3]=[CH:4][C:5]2[C:6]([NH:26][CH2:25][CH2:24][CH2:23][N:22]([CH2:27][CH2:28][OH:29])[CH2:21][CH2:20][OH:19])=[C:7]3[N:15]=[C:14]([O:16][CH3:17])[CH:13]=[CH:12][C:8]3=[N:9][C:10]=2[CH:11]=1 |f:3.4.5|. Procedure: A mixture of 2.8 g. of 7,10-dichloro-2-methoxypyrido [3,2-b]quinoline, 1.8 g. of 3-[bis(2-hydroxyethyl)amino]propylamine and 6.5 g. of phenol was treated as in Example 5 to obtain the title compound, m.p. 243°-245° C. Reactants: CN1C(=NC=C1[N+](=O)[O-])C (1,2-dimethyl-5-nitroimidazole), dimethylamino, C(C)N1C(=NC=C1[N+](=O)[O-])C (1-ethyl-2-methyl-5-nitroimidazole). The product is C(C)N1C(=NC=C1[N+](=O)[O-])C=O (1-ethyl-5-nitro-2-imidazolecarboxaldehyde), 4',4'-dimethyl-3'-thiosemicarbazone. Reaction SMILES: [CH2:1]([N:3]1[C:7]([N+:8]([O-:10])=[O:9])=[CH:6][N:5]=[C:4]1[CH3:11])[CH3:2].CN1C([N+]([O-])=[O:19])=CN=C1C>>[CH2:1]([N:3]1[C:7]([N+:8]([O-:10])=[O:9])=[CH:6][N:5]=[C:4]1[CH:11]=[O:19])[CH3:2]. Procedure details: With regard to the dimethylamino compound, said compound is prepared by employing the procedure set forth in Example 3, with the exception that 1-ethyl-2-methyl-5-nitroimidazole is utilized instead of 1,2-dimethyl-5-nitroimidazole. The process yields 1-ethyl-5-nitro-2-imidazolecarboxaldehyde, 4',4'-dimethyl-3'-thiosemicarbazone, which is cyclized as in Example 3 to 2-(2-dimethylamino-5-thiadiazoly)-1-ethyl-5-nitroimidazole. Starting materials: CCOC(=O)CCc1ccc2c(c1)CCCN2C(=O)Cc1ccc(NC(=O)Nc2ccccc2C)c(OC)c1, CCO, [Li+], [OH-], O, O. Yields the product COc1cc(CC(=O)N2CCCc3cc(CCC(=O)O)ccc32)ccc1NC(=O)Nc1ccccc1C. As a reaction SMILES: [CH3:1][O:2][c:3]1[cH:4][c:5]([CH2:20][C:21](=[O:22])[N:23]2[CH2:24][CH2:25][CH2:26][c:27]3[cH:28][c:29]([CH2:33][CH2:34][C:35](=[O:36])[O:37][CH2:38][CH3:39])[cH:30][cH:31][c:32]32)[cH:6][cH:7][c:8]1[NH:9][C:10](=[O:11])[NH:12][c:13]1[c:14]([CH3:19])[cH:15][cH:16][cH:17][cH:18]1.[CH3:43][CH2:44][OH:45].[Li+:42].[OH-:41].[OH2:40].[OH2:46]>>[CH3:1][O:2][c:3]1[cH:4][c:5]([CH2:20][C:21](=[O:22])[N:23]2[CH2:24][CH2:25][CH2:26][c:27]3[cH:28][c:29]([CH2:33][CH2:34][C:35](=[O:36])[OH:37])[cH:30][cH:31][c:32]32)[cH:6][cH:7][c:8]1[NH:9][C:10](=[O:11])[NH:12][c:13]1[c:14]([CH3:19])[cH:15][cH:16][cH:17][cH:18]1. Reactants: ClCCl, OCc1cnc2c(F)c(F)c(F)cc2c1-c1cccs1, BrP(Br)Br. Yields the product Fc1cc2c(-c3cccs3)c(CBr)cnc2c(F)c1F. As a reaction SMILES: [Cl:25][CH2:26][Cl:27].[F:5][c:6]1[cH:7][c:8]2[c:9](-[c:20]3[s:21][cH:22][cH:23][cH:24]3)[c:10]([CH2:18][OH:19])[cH:11][n:12][c:13]2[c:14]([F:17])[c:15]1[F:16].[P:1]([Br:2])([Br:3])[Br:4]>>[Br:2][CH2:18][c:10]1[c:9](-[c:20]2[s:21][cH:22][cH:23][cH:24]2)[c:8]2[cH:7][c:6]([F:5])[c:15]([F:16])[c:14]([F:17])[c:13]2[n:12][cH:11]1. Starting materials: C, CO, O=[N+]([O-])c1ccc(C(F)(F)F)c(O)c1, [Pd]. The product is Nc1ccc(C(F)(F)F)c(O)c1. As a reaction SMILES: [C:17].[CH3:15][OH:16].[N+:1]([O-:2])(=[O:3])[c:4]1[cH:5][cH:6][c:7]([C:11]([F:12])([F:13])[F:14])[c:8]([OH:10])[cH:9]1.[Pd:18]>>[NH2:1][c:4]1[cH:5][cH:6][c:7]([C:11]([F:12])([F:13])[F:14])[c:8]([OH:10])[cH:9]1. Solvent: C(C)(=O)O (acetic acid). Yields the product C1(=CC=CC=C1)C(C1=CC=CC=C1)OC(=O)[C@H]1C(CS[C@H]2N1C([C@H]2NC(COC2=CC=CC=C2)=O)=O)O (3-hydroxy-7β-phenoxyacetylamino-cepham-4α-carboxylic acid diphenylmethyl ester). Reported procedure: In the same manner as that described under (b), 516 mg of 3-hydroxy-7β-phenoxyacetylamino-3-cephem-4-carboxylic acid diphenylmethyl ester (crude product) in 5.1 ml of glacial acetic acid are reduced with 94 mg of sodium borohydride and worked up. The title compound having the properties mentioned under (a) is obtained. As a reaction SMILES: [C:1]1([CH:7]([O:14][C:15]([C:17]2[N:22]3[C:23](=[O:36])[C@@H:24]([NH:25][C:26](=[O:35])[CH2:27][O:28][C:29]4[CH:34]=[CH:33][CH:32]=[CH:31][CH:30]=4)[C@H:21]3[S:20][CH2:19][C:18]=2[OH:37])=[O:16])[C:8]2[CH:13]=[CH:12][CH:11]=[CH:10][CH:9]=2)[CH:6]=[CH:5][CH:4]=[CH:3][CH:2]=1.[BH4-].[Na+]>C(O)(=O)C>[C:1]1([CH:7]([O:14][C:15]([C@@H:17]2[N:22]3[C:23](=[O:36])[C@@H:24]([NH:25][C:26](=[O:35])[CH2:27][O:28][C:29]4[CH:34]=[CH:33][CH:32]=[CH:31][CH:30]=4)[C@H:21]3[S:20][CH2:19][CH:18]2[OH:37])=[O:16])[C:8]2[CH:13]=[CH:12][CH:11]=[CH:10][CH:9]=2)[CH:2]=[CH:3][CH:4]=[CH:5][CH:6]=1 |f:1.2|. Reactants: ( b ), C1(=CC=CC=C1)C(C1=CC=CC=C1)OC(=O)C1=C(CS[C@H]2N1C([C@H]2NC(COC2=CC=CC=C2)=O)=O)O (3-hydroxy-7β-phenoxyacetylamino-3-cephem-4-carboxylic acid diphenylmethyl ester), [BH4-].[Na+] (sodium borohydride). Reactants: CCN(C(C)C)C(C)C, Clc1ccccc1CC1=NCCN1, O=C(Cl)c1cccnc1Cl, ClCCl. The product is O=C(c1cccnc1Cl)N1CCN=C1Cc1ccccc1Cl. Reaction SMILES: [CH:24]([N:25]([CH:26]([CH3:27])[CH3:28])[CH2:29][CH3:30])([CH3:31])[CH3:32].[Cl:11][c:12]1[c:13]([CH2:18][C:19]2=[N:23][CH2:22][CH2:21][NH:20]2)[cH:14][cH:15][cH:16][cH:17]1.[Cl:1][c:2]1[n:3][cH:4][cH:5][cH:6][c:7]1[C:8](=[O:9])[Cl:10].[Cl:33][CH2:34][Cl:35]>>[Cl:1][c:2]1[n:3][cH:4][cH:5][cH:6][c:7]1[C:8](=[O:9])[N:23]1[C:19]([CH2:18][c:13]2[c:12]([Cl:11])[cH:17][cH:16][cH:15][cH:14]2)=[N:20][CH2:21][CH2:22]1. The reactants are CSc1cc(S(F)(F)(F)(F)F)ccc1C#N, Cl, [Na+], [OH-], O, OCCO. Yields the product CSc1cc(S(F)(F)(F)(F)F)ccc1C(=O)O. RXN SMILES: [CH3:1][S:2][c:3]1[c:4]([C:5]#[N:6])[cH:7][cH:8][c:9]([S:11]([F:12])([F:13])([F:14])([F:15])[F:16])[cH:10]1.[ClH:19].[Na+:18].[OH-:17].[OH2:20].[OH:21][CH2:22][CH2:23][OH:24]>>[CH3:1][S:2][c:3]1[c:4]([C:5](=[O:17])[OH:20])[cH:7][cH:8][c:9]([S:11]([F:12])([F:13])([F:14])([F:15])[F:16])[cH:10]1.